Dataset: the Open Reaction Database (ORD), a public repository of structured organic reaction records. Task: describe an organic reaction: reactants, conditions, products, and yield The reactants are COC1=CC2=C(N=C(S2)N[C@@H]2CN(CCC2)C(=O)OC(C)(C)C)C=C1 ((S)-tert-butyl 3-(6-methoxybenzo[d]thiazol-2-ylamino)piperidine-1-carboxylate), Cl (HCl), O1CCOCC1 (dioxane). The solvent is CO.O1CCOCC1 (methanol dioxane). Run at time 2.5 hour. Product: COC1=CC2=C(N=C(S2)N[C@@H]2CNCCC2)C=C1 ((S)-6-methoxy-N-(piperidin-3-yl)benzo[d]thiazol-2-amine), hydrochloride salt. Reaction SMILES: [CH3:1][O:2][C:3]1[CH:25]=[CH:24][C:6]2[N:7]=[C:8]([NH:10][C@H:11]3[CH2:16][CH2:15][CH2:14][N:13](C(OC(C)(C)C)=O)[CH2:12]3)[S:9][C:5]=2[CH:4]=1.Cl.O1CCOCC1>CO.O1CCOCC1>[CH3:1][O:2][C:3]1[CH:25]=[CH:24][C:6]2[N:7]=[C:8]([NH:10][C@H:11]3[CH2:16][CH2:15][CH2:14][NH:13][CH2:12]3)[S:9][C:5]=2[CH:4]=1 |f:3.4|. Procedure details: To a solution of (S)-tert-butyl 3-(6-methoxybenzo[d]thiazol-2-ylamino)piperidine-1-carboxylate (3.35 g, 9.22 mmol) in methanol/dioxane (3 ml/3 ml) was added slowly 4M HCl in dioxane (60 ml, 240 mmol) [Caution: gas development!]. The reaction mixture was stirred 2.5 hours at ambient temperature and concentrated in vacuo in order to remove methanol and half of dioaxane. The residue was suspended in diethylether (50 ml). The solids were filtered off, washed with diethylether (50 ml) and dried in va... Reactants: NC=1C=NC2=CC(=CC=C2C1)OCC1=CC=CC=C1 (3-amino-7-benzyloxyquinoline), N(=O)[O-].[Na+] (sodium nitrite), C(C=C)(=O)OC (methyl acrylate), Cl (hydrochloric acid), cuprous oxide. Solvent: CC(=O)C (acetone), O (water). Conditions: temperature 5 celsius, time 20 minute. Yields the product C(C1=CC=CC=C1)OC1=CC=C2C=C(C=NC2=C1)CC(C(=O)OC)Cl (methyl 3-(7-benzyloxy-3-quinolyl)-2-chloropropionate), product. The yield is 51.0%. As a reaction SMILES: N[C:2]1[CH:3]=[N:4][C:5]2[C:10]([CH:11]=1)=[CH:9][CH:8]=[C:7]([O:12][CH2:13][C:14]1[CH:19]=[CH:18][CH:17]=[CH:16][CH:15]=1)[CH:6]=2.[ClH:20].N([O-])=O.[Na+].[C:25]([O:29][CH3:30])(=[O:28])[CH:26]=[CH2:27]>CC(C)=O.O>[CH2:13]([O:12][C:7]1[CH:6]=[C:5]2[C:10]([CH:11]=[C:2]([CH2:27][CH:26]([Cl:20])[C:25]([O:29][CH3:30])=[O:28])[CH:3]=[N:4]2)=[CH:9][CH:8]=1)[C:14]1[CH:19]=[CH:18][CH:17]=[CH:16][CH:15]=1 |f:2.3|. Reported procedure: The above 3-amino-7-benzyloxyquinoline (2.3 g, 9.2 mmol.) was dissolved in a mixture of acetone and water (25 mL and 6 mL). Under chilling with ice, to the solution was added concentrated hydrochloric acid (2.5 mL). The reaction temperature was set to a temperature of lower than 5° C. The reaction mixture was stirred at 5° C. for 20 minutes after addition of aqueous sodium nitrite solution (833 mg (12 mmol.)/1.6 mL) for 5 minutes. After the stirring was complete, methyl acrylate (6 mL, 67.5 mmol... Starting materials: C(C)(C)(C)[Si](O[C@@H](CN1N=CC2=CC=C3C(=C12)C=CCO3)C)(C)C (1-[(R)-2-(tert-Butyl-dimethyl-silanyloxy)-propyl]-1,7-dihydro-pyrano[2,3-g]indazole), [F-].C(CCC)[N+](CCCC)(CCCC)CCCC (tetrabutylammonium fluoride), C([O-])(O)=O.[Na+] (sodium bicarbonate). The solvent is C1CCOC1 (THF). Reaction conditions: time 4 hour. The product is N1(N=CC2=CC=C3C(=C12)C=CCO3)C[C@@H](C)O ((R)-1-(7H-Pyrano[2,3-g]indazol-1-yl)-propan-2-ol). Yield: 80.0%. Reaction SMILES: C([Si](C)(C)[O:6][C@H:7]([CH3:22])[CH2:8][N:9]1[C:17]2[C:12](=[CH:13][CH:14]=[C:15]3[O:21][CH2:20][CH:19]=[CH:18][C:16]3=2)[CH:11]=[N:10]1)(C)(C)C.[F-].C([N+](CCCC)(CCCC)CCCC)CCC.C(=O)(O)[O-].[Na+]>C1COCC1>[N:9]1([CH2:8][C@H:7]([OH:6])[CH3:22])[C:17]2[C:12](=[CH:13][CH:14]=[C:15]3[O:21][CH2:20][CH:19]=[CH:18][C:16]3=2)[CH:11]=[N:10]1 |f:1.2,3.4|. Procedure: A mixture of the product from Example 4, Step B (0.26 g, 0.76 mmol) and tetrabutylammonium fluoride (1 M, 1.52 mmol) in THF (3 mL) was stirred at ambient temperature for 4 h. The reaction mixture was added to a saturated aqueous solution of sodium bicarbonate (10 mL) and this mixture was extracted with ethyl acetate (3×5 mL). The combined extracts were dried and evaporated to a residue which was purified by chromatography (silica, 10% to 40% ethyl acetate in hexane) to give the alcohol as an oil... The reactants are ClCCCC(=O)C1=C(C=CC=C1)NS(=O)(=O)C (N-[(4-chloro-l-oxobutyl)phenyl] methanesulfonamide), CC=1NC=CN1 (2-methylimidazole). The product is CC1=NC=C2N1CCC=C2C2=CC=C(C=C2)NS(=O)(=O)C (5,6-Dihydro-3-methyl-8-[4-((methylsulfonyl)amino)phenyl]-imidazo[1,5-a]pyridine). Reaction SMILES: ClCCCC([C:7]1[CH:12]=[CH:11][CH:10]=[CH:9][C:8]=1[NH:13][S:14]([CH3:17])(=[O:16])=[O:15])=O.[CH3:18][C:19]1[NH:20][CH:21]=[CH:22][N:23]=1>>[CH3:18][C:19]1[N:23]2[CH2:9][CH2:8][CH:7]=[C:12]([C:11]3[CH:12]=[CH:7][C:8]([NH:13][S:14]([CH3:17])(=[O:15])=[O:16])=[CH:9][CH:10]=3)[C:22]2=[CH:21][N:20]=1. Reported procedure: Combine 100 g (0.36 mol) of N-[(4-chloro-l-oxobutyl)phenyl] methanesulfonamide with 400 g (4.88 mol) of 2-methylimidazole and heat to 175° C. for 22 hr under argon. Crystallization from methylene chloride provides the title compound. The reactants are O=C(Cl)c1ccccc1, O=C(N=C=S)c1ccccc1, CC(C)Nc1ccc2c(c1)OCO2, [N-]=C=S, [Na+], c1ccccc1. Product: CC(C)N(C(=S)NC(=O)c1ccccc1)c1ccc2c(c1)OCO2. Reaction SMILES: [C:16]([Cl:17])(=[O:18])[c:19]1[cH:20][cH:21][cH:22][cH:23][cH:24]1.[C:1]([c:2]1[cH:3][cH:4][cH:5][cH:6][cH:7]1)(=[O:8])[N:9]=[C:10]=[S:11].[CH:25]([CH3:26])([CH3:27])[NH:28][c:29]1[cH:30][c:31]2[c:32]([cH:33][cH:34]1)[O:35][CH2:36][O:37]2.[N-:12]=[C:13]=[S:14].[Na+:15].[cH:38]1[cH:39][cH:40][cH:41][cH:42][cH:43]1>>[C:1]([c:2]1[cH:3][cH:4][cH:5][cH:6][cH:7]1)(=[O:8])[NH:9][C:10](=[S:11])[N:28]([CH:25]([CH3:26])[CH3:27])[c:29]1[cH:30][c:31]2[c:32]([cH:33][cH:34]1)[O:35][CH2:36][O:37]2. Reactants: NC1=C(C(=O)OC)C(=CC=C1)C (methyl 2-amino-6-methylbenzoate), C(#CC(=O)OC)C(=O)OC (dimethyl acetylenedicarboxylate), CC(C)([O-])C.[K+] (potassium t-butoxide). The solvent is C(C)(C)(C)O (t-butanol). Yields the product OC1=C(C(=NC2=CC=CC(=C12)C)C(=O)OC)C(=O)OC (Dimethyl 4-hydroxy-5-methylquinoline-2,3-dicarboxylate). Yield: 66.4%. RXN SMILES: [NH2:1][C:2]1[CH:11]=[CH:10][CH:9]=[C:8]([CH3:12])[C:3]=1[C:4]([O:6]C)=O.[C:13]([C:19]([O:21][CH3:22])=[O:20])#[C:14][C:15]([O:17][CH3:18])=[O:16].CC(C)([O-])C.[K+]>C(O)(C)(C)C>[OH:6][C:4]1[C:3]2[C:2](=[CH:11][CH:10]=[CH:9][C:8]=2[CH3:12])[N:1]=[C:14]([C:15]([O:17][CH3:18])=[O:16])[C:13]=1[C:19]([O:21][CH3:22])=[O:20] |f:2.3|. Procedure details: A stirred mixture of methyl 2-amino-6-methylbenzoate (1.50 g, 9.08 mM) and dimethyl acetylenedicarboxylate (1.40 g, 9.82 mM) in t-butanol (20 mL) was refluxed fpr 18 hr under a nitrogen atmosphere. The reaction mixture was cooled to room temperature and potassium t-butoxide (1.10 g, 9.82 mM) was added in one portion whereupon a precipitate formed. After refluxing this mixture for 1.5 hr, it was cooled to room temperature and filtered to separate the solids. The solids were dissolved in water and... The reagents and catalysts are II (iodine). Isolated yield 40.8%. Reaction conditions: temperature 5 celsius, time 7 day. Reported procedure: A chloroform (100 ml) solution of 4-hydroxy-6-methyl-3-propoxycarbonyl-2-pyrone (6.0 g, 28.3 mmol), synthesized from 4-hydroxy-6-methyl-2-pyrone and propyl chloroformate, was ice cooled, and a chloroform (100 ml) solution of bromine (4.0 ml, 78 mmol) and iodine (140 mg, 0.55 mmol) slowly added dropwise. After stirring for 7 days at 5° C., an aqueous sodium thiosulphate solution was added and separation performed. After drying and concentrating, crystallization was performed from ethanol and ther... Reaction SMILES: [OH:1][C:2]1[CH:7]=[C:6]([CH3:8])[O:5][C:4](=[O:9])[C:3]=1[C:10]([O:12][CH2:13][CH2:14][CH3:15])=[O:11].OC1C=C(C)OC(=O)C=1.ClC(OCCC)=O.[Br:32]Br.S([O-])([O-])(=O)=S.[Na+].[Na+]>II.C(Cl)(Cl)Cl>[Br:32][C:7]1[C:2]([OH:1])=[C:3]([C:10]([O:12][CH2:13][CH2:14][CH3:15])=[O:11])[C:4](=[O:9])[O:5][C:6]=1[CH3:8] |f:4.5.6|. The solvent is C(Cl)(Cl)Cl (chloroform), C(Cl)(Cl)Cl (chloroform). The reactants are OC1=C(C(OC(=C1)C)=O)C(=O)OCCC (4-hydroxy-6-methyl-3-propoxycarbonyl-2-pyrone), OC1=CC(OC(=C1)C)=O (4-hydroxy-6-methyl-2-pyrone), ClC(=O)OCCC (propyl chloroformate), BrBr (bromine), S(=S)(=O)([O-])[O-].[Na+].[Na+] (sodium thiosulphate). Yields the product bromo, BrC=1C(=C(C(OC1C)=O)C(=O)OCCC)O (5-bromo-4-hydroxy-6-methyl-3-propoxycarbonyl-2-pyrone).